Task: describe an organic reaction: reactants, conditions, products, and yield. Dataset: the Open Reaction Database (ORD), a public repository of structured organic reaction records The reactants are COCOC (methylal), Cl (hydrochloric acid), S(O)(O)(=O)=O (sulfuric acid), C(C)(C)(C)C1=CC=C(C(=C1O)C)C (6-tert.-butyl-2,3-dimethylphenol), C1(=CC=CC=C1)C (toluene). Yields the product C(C)(C)(C)C1=CC(=C(C(=C1CCl)C)C)O (6-tert.-butyl-2,3-dimethyl-4-hydroxybenzyl chloride). Reaction SMILES: [C:1]([C:5]1[C:10](O)=[C:9]([CH3:12])[C:8]([CH3:13])=C[CH:6]=1)([CH3:4])([CH3:3])[CH3:2].[ClH:14].S(=O)(=O)(O)O.COC[O:23][CH3:24].[C:25]1(C)C=CC=CC=1>>[C:1]([C:5]1[C:10]([CH2:25][Cl:14])=[C:9]([CH3:12])[C:8]([CH3:13])=[C:24]([OH:23])[CH:6]=1)([CH3:2])([CH3:3])[CH3:4]. Procedure details: 30 Grams of 6-tert.-butyl-2,3-dimethylphenol dissolved in 100 ml of toluene was added to 2.7 ml of concentrated hydrochloric acid containing 3.3 ml of concentrated sulfuric acid at 5° to 10° C. 26 grams of methylal was added dropwise to the above vigorously stirred dispersion over a period of about 15 minutes after which the reaction mixture was heated at 36° to 37° for 2 hours while bubbling anhydrous gaseous chloride through the reaction mixture. The reaction temperature was allowed to drop to... The reactants are desired adduct, ClCC=1N=C(SC1)NC(C)=O (N-(4-chloromethyl-thiazol-2-yl)-acetamide), CNC (dimethyl amine), C(=O)([O-])[O-].[Na+].[Na+] (Na2CO3). Solvent: C1CCOC1 (THF). Reaction conditions: temperature 50 celsius. Product: CN(C)CC=1N=C(SC1)NC(C)=O (N-(4-dimethylaminomethyl-thiazol-2-yl)-acetamide). As a reaction SMILES: Cl[CH2:2][C:3]1[N:4]=[C:5]([NH:8][C:9](=[O:11])[CH3:10])[S:6][CH:7]=1.C([O-])([O-])=O.[Na+].[Na+].[CH3:18][NH:19][CH3:20]>C1COCC1>[CH3:18][N:19]([CH2:2][C:3]1[N:4]=[C:5]([NH:8][C:9](=[O:11])[CH3:10])[S:6][CH:7]=1)[CH3:20] |f:1.2.3|. Procedure: Dissolved N-(4-chloromethyl-thiazol-2-yl)-acetamide (250 mg, 1.31 mmol) in 5 mL of THF. To this was added Na2CO3 (250 mg). Bubbled dimethyl amine in for 15 min. Sealed the flask and heated at 50° C. for 2 h. LC-MS analysis indicated the desired adduct. Filtered the mixture through diatomaceous earth and washed plug with 2×10 mL of THF. Concentrated to dryness to give 274 mg of N-(4-dimethylaminomethyl-thiazol-2-yl)-acetamide. Starting materials: Cl.NO (hydroxylamine hydrochloride), C(=O)(C(F)(F)F)O (TFA), O1CCC(C2=CC=CC=C12)C1=CC=C(C(=O)N[C@H]2[C@H](C[C@]3(CCCO3)C2)C(=O)OC)C=C1 (Methyl (5R,7S,8R)-8-{[4-(3,4-dihydro-2H-chromen-4-yl)benzoyl]amino}-1-oxaspiro[4.4]nonane-7-carboxylate), 34f. Run in CO (methanol), C[O-].[Na+] (sodium methoxide). Yield: 34.0%. Reaction conditions: time 1 hour. RXN SMILES: [O:1]1[C:10]2[C:5](=[CH:6][CH:7]=[CH:8][CH:9]=2)[CH:4]([C:11]2[CH:32]=[CH:31][C:14]([C:15]([NH:17][C@@H:18]3[CH2:26][C@:21]4([O:25][CH2:24][CH2:23][CH2:22]4)[CH2:20][C@@H:19]3[C:27](OC)=[O:28])=[O:16])=[CH:13][CH:12]=2)[CH2:3][CH2:2]1.[C:33]([OH:39])([C:35]([F:38])([F:37])[F:36])=[O:34].Cl.[NH2:41][OH:42]>CO.C[O-].[Na+]>[C:33]([OH:39])([C:35]([F:38])([F:37])[F:36])=[O:34].[O:1]1[C:10]2[C:5](=[CH:6][CH:7]=[CH:8][CH:9]=2)[CH:4]([C:11]2[CH:32]=[CH:31][C:14]([C:15]([NH:17][C@@H:18]3[CH2:26][C@:21]4([O:25][CH2:24][CH2:23][CH2:22]4)[CH2:20][C@@H:19]3[C:27]([NH:41][OH:42])=[O:28])=[O:16])=[CH:13][CH:12]=2)[CH2:3][CH2:2]1 |f:2.3,5.6|. Reported procedure: Methyl (5R,7S,8R)-8-{[4-(3,4-dihydro-2H-chromen-4-yl)benzoyl]amino}-1-oxaspiro[4.4]nonane-7-carboxylate from reaction 34f (0.095 g, 0.22 mmol) was dissolved in a solution of hydroxylamine hydrochloride, methanol and sodium methoxide, (2 mL) under nitrogen atmosphere at room temperature. The reaction was stirred for 1 h, made neutral with TFA, concentrated and purified by HPLC on a C-18 column eluting with an acetonitrile:water:TFA gradient, to give the title compound (0.032 g, 34%) as a white so... Product: C(=O)(C(F)(F)F)O (TFA), O1CCC(C2=CC=CC=C12)C1=CC=C(C(=O)N[C@H]2[C@H](C[C@]3(CCCO3)C2)C(=O)NO)C=C1 ((5R,7S,8R)-8-{[4-(3,4-dihydro-2H-chromen-4-yl)benzoyl]amino}-N-hydroxy-1-oxaspiro[4.4]nonane-7-carboxamide). The reactants are C(C)(=O)O[BH-](OC(C)=O)OC(C)=O.[Na+] (Sodium triacetoxyborohydride), CO (methanol), C=O (formaldehyde), N1CC(C1)N1N=CC=C1C1=C(OC2=CC(=C(C=C2Cl)S(=O)(=O)NC=2N=CSC2)F)C=CC(=C1)F (4-[2-(1-Azetidin-3-yl-1H-pyrazol-5-yl)-4-fluorophenoxy]-5-chloro-2-flouro-N-1,3-thiazol-4-ylbenzenesulfonamide). The solvent is ClCCl (dichloromethane). Conditions: time 30 minute. Yields the product ClC=1C(=CC(=C(C1)S(=O)(=O)NC=1N=CSC1)F)OC1=C(C=C(C=C1)F)C1=CC=NN1C1CN(C1)C (5-Chloro-2-fluoro-4-{4-fluoro-2-[1-(1-methylazetidin-3-yl)-1H-pyrazol-5-yl]phenoxy}-N-1,3-thiazol-4-ylbenzenesulfonamide). Reaction SMILES: [NH:1]1[CH2:4][CH:3]([N:5]2[C:9]([C:10]3[CH:33]=[C:32]([F:34])[CH:31]=[CH:30][C:11]=3[O:12][C:13]3[C:18]([Cl:19])=[CH:17][C:16]([S:20]([NH:23][C:24]4[N:25]=[CH:26][S:27][CH:28]=4)(=[O:22])=[O:21])=[C:15]([F:29])[CH:14]=3)=[CH:8][CH:7]=[N:6]2)[CH2:2]1.CO.C=O.[C:39](O[BH-](OC(=O)C)OC(=O)C)(=O)C.[Na+]>ClCCl>[Cl:19][C:18]1[C:13]([O:12][C:11]2[CH:30]=[CH:31][C:32]([F:34])=[CH:33][C:10]=2[C:9]2[N:5]([CH:3]3[CH2:4][N:1]([CH3:39])[CH2:2]3)[N:6]=[CH:7][CH:8]=2)=[CH:14][C:15]([F:29])=[C:16]([S:20]([NH:23][C:24]2[N:25]=[CH:26][S:27][CH:28]=2)(=[O:21])=[O:22])[CH:17]=1 |f:3.4|. Procedure: 4-[2-(1-Azetidin-3-yl-1H-pyrazol-5-yl)-4-fluorophenoxy]-5-chloro-2-flouro-N-1,3-thiazol-4-ylbenzenesulfonamide (Example 808, 29 mg, 0.052 mmol) was stirred in dichloromethane (2 ml), methanol (0.2 ml), aqueous formaldehyde (0.015 ml of 37% wt/vol) added and the reaction stirred at room temperature for a further 30 minutes. Sodium triacetoxyborohydride (37 mg, 0.172 mmol) was added and the solution stirred for 3 hours. The solvents were removed in vacuo and the residue dissolved in ethyl acetate ... The reactants are CCO, CC1=CC(=O)C(C)(c2ccccc2)O1, [Cl-], [Na+], [Na+], [OH-], O=Cc1ccsc1. Yields the product CC1(c2ccccc2)OC(C=Cc2ccsc2)=CC1=O. Reaction SMILES: [CH3:26][CH2:27][OH:28].[CH3:8][C:9]1([c:16]2[cH:17][cH:18][cH:19][cH:20][cH:21]2)[O:10][C:11]([CH3:15])=[CH:12][C:13]1=[O:14].[Cl-:25].[Na+:23].[Na+:24].[OH-:22].[s:1]1[cH:2][c:3]([CH:6]=[O:7])[cH:4][cH:5]1>>[s:1]1[cH:2][c:3]([CH:6]=[CH:15][C:11]2=[CH:12][C:13](=[O:14])[C:9]([CH3:8])([c:16]3[cH:17][cH:18][cH:19][cH:20][cH:21]3)[O:10]2)[cH:4][cH:5]1. Starting materials: C(C=C)(=O)OC (Methyl acrylate), NC=1NC2=C(N1)C=C(C(=C2)C)C (2-amino-5,6-dimethylbenzimidazole). The solvent is C(C)O (ethanol). Conditions: time 2 day. Yields the product CC=1C(=CC2=C(N3C(=N2)NC(CC3)=O)C1)C (7,8-dimethyl-3,4-dihydropyrimido[1,2-a]-benzimidazol-2(1H)-one). The yield is 102.4%. RXN SMILES: [C:1]([O:5]C)(=O)[CH:2]=[CH2:3].[NH2:7][C:8]1[NH:9][C:10]2[CH:16]=[C:15]([CH3:17])[C:14]([CH3:18])=[CH:13][C:11]=2[N:12]=1>C(O)C>[CH3:17][C:15]1[C:14]([CH3:18])=[CH:13][C:11]2[N:12]=[C:8]3[NH:7][C:1](=[O:5])[CH2:2][CH2:3][N:9]3[C:10]=2[CH:16]=1. Procedure details: Methyl acrylate (15 g.) was added to a solution of 2-amino-5,6-dimethylbenzimidazole (27.2 g.) in ethanol (100 ml.). After stirring for 2 days at room temperature, the crystalline precipitate which had formed in the reaction mixture was separated by filtration, washed with ethanol and then with ether, to give 7,8-dimethyl-3,4-dihydropyrimido[1,2-a]-benzimidazol-2(1H)-one (37.2 g.), m.p. 322°-323° C. Reactants: ClC1=CC=C(C=C1)C1=NN(C(=C1)C1CCNCC1)C1=CC=CC=C1 (4-[3-(4-chlorophenyl)-1-phenyl-1H-pyrazol-5-yl]piperidine), CC(=O)C (acetone), C(C)(=O)O[BH-](OC(C)=O)OC(C)=O (triacetoxyborohydride), C(C)(=O)O (acetic acid). Run in C(Cl)Cl (DCM). Reaction conditions: time 8 hour. The product is ClC1=CC=C(C=C1)C1=NN(C(=C1)C1CCN(CC1)C(C)C)C1=CC=CC=C1 (4-[3-(4-Chlorophenyl)-1-phenyl-1H-pyrazol-5-yl]-1-(propan-2-yl)piperidine). Reaction SMILES: [Cl:1][C:2]1[CH:7]=[CH:6][C:5]([C:8]2[CH:12]=[C:11]([CH:13]3[CH2:18][CH2:17][NH:16][CH2:15][CH2:14]3)[N:10]([C:19]3[CH:24]=[CH:23][CH:22]=[CH:21][CH:20]=3)[N:9]=2)=[CH:4][CH:3]=1.[CH3:25][C:26]([CH3:28])=O.C(O[BH-](OC(=O)C)OC(=O)C)(=O)C.C(O)(=O)C>C(Cl)Cl>[Cl:1][C:2]1[CH:3]=[CH:4][C:5]([C:8]2[CH:12]=[C:11]([CH:13]3[CH2:18][CH2:17][N:16]([CH:26]([CH3:28])[CH3:25])[CH2:15][CH2:14]3)[N:10]([C:19]3[CH:20]=[CH:21][CH:22]=[CH:23][CH:24]=3)[N:9]=2)=[CH:6][CH:7]=1. Procedure: To a solution of INTERMEDIATE 5 (30 mg, 0.089 mmol) in DCM (0.5 mL) were added acetone (0.026 mL, 0.355 mmol), triacetoxyborohydride (75 mg, 0.355 mmol) and acetic acid (10.7 mg, 0.178 mmol). The mixture was stirred at room temperature overnight, quenched with 1 N NaOH, and extracted with EtOAc. The organic layer was washed with water, dried (MgSO4) and concentrated. The residue was purified by preparative TLC (4% MeOH/DCM) to give the title compound. LC-MS m/z 380.16 [M+H]+.